This data is from the Open Reaction Database (ORD), a public repository of structured organic reaction records. The task is: describe an organic reaction: reactants, conditions, products, and yield Reactants: COC=1C(C(=C(C(C1OC)=O)CC=1C=CC(=C(C(=O)O)C1)C=1C=NC=CC1)C)=O (5-(5,6-Dimethoxy-3-methyl-1,4-benzoquinon-2-yl)methyl-2-(3-pyridyl)benzoic acid), N1CCOCC1 (morpholine), CCN=C=NCCCN(C)C.Cl (WSC HCl). The solvent is C(Cl)Cl (methylene chloride). Conditions: time 6 hour. The product is COC=1C(C(=C(C(C1OC)=O)CC=1C=CC(=C(C(=O)N2CCOCC2)C1)C=1C=NC=CC1)C)=O (N-[5-(5,6-Dimethoxy-3-methyl-1,4-benzoquinon-2-yl)methyl-2-(3-pyridyl)benzoyl]morpholine). The yield is 68.0%. Reaction SMILES: [CH3:1][O:2][C:3]1[C:4](=[O:29])[C:5]([CH3:28])=[C:6]([CH2:12][C:13]2[CH:14]=[CH:15][C:16]([C:22]3[CH:23]=[N:24][CH:25]=[CH:26][CH:27]=3)=[C:17]([CH:21]=2)[C:18](O)=[O:19])[C:7](=[O:11])[C:8]=1[O:9][CH3:10].[NH:30]1[CH2:35][CH2:34][O:33][CH2:32][CH2:31]1.CCN=C=NCCCN(C)C.Cl>C(Cl)Cl>[CH3:1][O:2][C:3]1[C:4](=[O:29])[C:5]([CH3:28])=[C:6]([CH2:12][C:13]2[CH:14]=[CH:15][C:16]([C:22]3[CH:23]=[N:24][CH:25]=[CH:26][CH:27]=3)=[C:17]([CH:21]=2)[C:18]([N:30]2[CH2:35][CH2:34][O:33][CH2:32][CH2:31]2)=[O:19])[C:7](=[O:11])[C:8]=1[O:9][CH3:10] |f:2.3|. Reported procedure: 5-(5,6-Dimethoxy-3-methyl-1,4-benzoquinon-2-yl)methyl-2-(3-pyridyl)benzoic acid (40 mg, 0.1017 mmol) and morpholine (18 mg, 0.2608 mmol) were dissolved in methylene chloride (3 ml), then WSC-HCl (49 mg, 0.2556 mmol) was added thereto and the mixture was stirred at room temperature for 6 hours. The reaction solution was washed with water and dried and the solvent was evaporated therefrom. The residue was purified by silica gel column chromatography (methylene chloride:methanol=95:5) to give the t... The reactants are O=C([O-])[O-], CC(C)(C)OC(=O)NC1CCCNC1, CC#CCn1c(Cl)nc2c(=O)n(CC#N)n(Cc3ccc4ccccc4n3)c(=O)c21, CS(C)=O, [K+], [K+], O. Yields the product CC#CCn1c(N2CCCC(NC(=O)OC(C)(C)C)C2)nc2c(=O)n(CC#N)n(Cc3ccc4ccccc4n3)c(=O)c21. Reaction SMILES: [C:31](=[O:32])([O-:33])[O-:34].[C:37]([CH3:38])([CH3:39])([CH3:40])[O:41][C:42](=[O:43])[NH:44][CH:45]1[CH2:46][NH:47][CH2:48][CH2:49][CH2:50]1.[CH2:1]([C:2]#[C:3][CH3:4])[n:5]1[c:6]([Cl:30])[n:7][c:8]2[c:9]1[c:10](=[O:29])[n:11]([CH2:18][c:19]1[n:20][c:21]3[cH:22][cH:23][cH:24][cH:25][c:26]3[cH:27][cH:28]1)[n:12]([CH2:15][C:16]#[N:17])[c:13]2=[O:14].[CH3:52][S:53]([CH3:54])=[O:55].[K+:35].[K+:36].[OH2:51]>>[CH2:1]([C:2]#[C:3][CH3:4])[n:5]1[c:6]([N:47]2[CH2:46][CH:45]([NH:44][C:42]([O:41][C:37]([CH3:38])([CH3:39])[CH3:40])=[O:43])[CH2:50][CH2:49][CH2:48]2)[n:7][c:8]2[c:9]1[c:10](=[O:29])[n:11]([CH2:18][c:19]1[n:20][c:21]3[cH:22][cH:23][cH:24][cH:25][c:26]3[cH:27][cH:28]1)[n:12]([CH2:15][C:16]#[N:17])[c:13]2=[O:14]. Reactants: Cl (Hydrochloric acid), O\N=C(/CCCCCCC(=O)O)\C1=CC=CC=C1 ((E)-8-(Hydroxyimino)-8-phenyloctanoic acid), ClCC1=CC=C(OCC=2N=C(OC2C)C2=CC=CC=C2)C=C1 (4-{[4-(chloromethyl)phenoxy]methyl}-5-methyl-2-phenyl-1,3-oxazole), CC(C)([O-])C.[Na+] (Sodium tert-butoxide). Run in CN1C(CCC1)=O (1-methyl-2-pyrrolidone). Reaction conditions: time 30 minute. Yields the product CC1=C(N=C(O1)C1=CC=CC=C1)COC1=CC=C(CO\N=C(/CCCCCCC(=O)O)\C2=CC=CC=C2)C=C1 ((E)-8-[({4-[(5-methyl-2-phenyl-1,3-oxazol-4-yl)methoxy]benzyl}oxy)imino]-8-phenyloctanoic acid). Yield: 73.4%. As a reaction SMILES: [OH:1]/[N:2]=[C:3](/[C:13]1[CH:18]=[CH:17][CH:16]=[CH:15][CH:14]=1)\[CH2:4][CH2:5][CH2:6][CH2:7][CH2:8][CH2:9][C:10]([OH:12])=[O:11].Cl[CH2:20][C:21]1[CH:40]=[CH:39][C:24]([O:25][CH2:26][C:27]2[N:28]=[C:29]([C:33]3[CH:38]=[CH:37][CH:36]=[CH:35][CH:34]=3)[O:30][C:31]=2[CH3:32])=[CH:23][CH:22]=1.CC(C)([O-])C.[Na+].Cl>CN1CCCC1=O>[CH3:32][C:31]1[O:30][C:29]([C:33]2[CH:34]=[CH:35][CH:36]=[CH:37][CH:38]=2)=[N:28][C:27]=1[CH2:26][O:25][C:24]1[CH:23]=[CH:22][C:21]([CH2:20][O:1]/[N:2]=[C:3](/[C:13]2[CH:14]=[CH:15][CH:16]=[CH:17][CH:18]=2)\[CH2:4][CH2:5][CH2:6][CH2:7][CH2:8][CH2:9][C:10]([OH:12])=[O:11])=[CH:40][CH:39]=1 |f:2.3|. Procedure: (E)-8-(Hydroxyimino)-8-phenyloctanoic acid (1.0 g) and 4-{[4-(chloromethyl)phenoxy]methyl}-5-methyl-2-phenyl-1,3-oxazole (1.26 g) were dissolved in 1-methyl-2-pyrrolidone (10 ml), and the solution was ice-cooled. Sodium tert-butoxide (0.85 g) was added to the reaction mixture at not higher than −5° C. and the mixture was stirred at the same temperature for 30 min, and then at room temperature for 4 hr. 1N Hydrochloric acid was added to the reaction mixture and the mixture was extracted with ethy... RXN SMILES: [C:27](=[O:28])([O-:29])[O-:30].[Cl:1][CH2:2][CH2:3][CH2:4][CH2:5][C:6](=[O:7])[Cl:8].[ClH:33].[K+:31].[K+:32].[NH2:9][c:10]1[cH:11][c:12](-[c:16]2[n:17][nH:18][c:19](=[O:26])[c:20]3[c:25]2[CH2:24][CH2:23][CH2:22][CH2:21]3)[cH:13][cH:14][cH:15]1.[O:34]1[CH2:35][CH2:36][CH2:37][CH2:38]1.[OH2:39]>>[Cl:1][CH2:2][CH2:3][CH2:4][CH2:5][C:6](=[O:7])[NH:9][c:10]1[cH:11][c:12](-[c:16]2[n:17][nH:18][c:19](=[O:26])[c:20]3[c:25]2[CH2:24][CH2:23][CH2:22][CH2:21]3)[cH:13][cH:14][cH:15]1. Starting materials: O=C([O-])[O-], O=C(Cl)CCCCCl, Cl, [K+], [K+], Nc1cccc(-c2n[nH]c(=O)c3c2CCCC3)c1, C1CCOC1, O. Product: O=C(CCCCCl)Nc1cccc(-c2n[nH]c(=O)c3c2CCCC3)c1. Starting materials: C([O-])([O-])=O.[Cs+].[Cs+] (cesium carbonate), FC=1C=C2C(=NC1)N(N=C2C=2N=NC1=C(N2)NC(C1(C)C)=O)CC1=CC=C(C=C1)OC (3-[5-Fluoro-1-(4-methoxybenzyl)-1H-pyrazolo[3,4-b]pyridin-3-yl]-7,7-dimethyl-5,7-dihydro-6H-pyrrolo[2,3-e][1,2,4]triazin-6-one), C[Si](CCOCCl)(C)C (2-(trimethylsilyl)ethoxymethyl chloride). Solvent: CN(C)C=O (DMF). Run at time 1 hour. The product is FC=1C=C2C(=NC1)N(N=C2C=2N=NC1=C(N2)N(C(C1(C)C)=O)COCC[Si](C)(C)C)CC1=CC=C(C=C1)OC (3-[5-Fluoro-1-(4-methoxybenzyl)-1H-pyrazolo[3,4-b]pyridin-3-yl]-7,7-dimethyl-5-{[2-(trimethylsilyl)ethoxy]methyl}-5,7-dihydro-6H-pyrrolo[2,3-e][1,2,4]triazin-6-one). Reaction SMILES: C(=O)([O-])[O-].[Cs+].[Cs+].[F:7][C:8]1[CH:9]=[C:10]2[C:16]([C:17]3[N:18]=[N:19][C:20]4[C:25]([CH3:27])([CH3:26])[C:24](=[O:28])[NH:23][C:21]=4[N:22]=3)=[N:15][N:14]([CH2:29][C:30]3[CH:35]=[CH:34][C:33]([O:36][CH3:37])=[CH:32][CH:31]=3)[C:11]2=[N:12][CH:13]=1.[CH3:38][Si:39]([CH3:46])([CH3:45])[CH2:40][CH2:41][O:42][CH2:43]Cl>CN(C=O)C>[F:7][C:8]1[CH:9]=[C:10]2[C:16]([C:17]3[N:18]=[N:19][C:20]4[C:25]([CH3:26])([CH3:27])[C:24](=[O:28])[N:23]([CH2:43][O:42][CH2:41][CH2:40][Si:39]([CH3:46])([CH3:45])[CH3:38])[C:21]=4[N:22]=3)=[N:15][N:14]([CH2:29][C:30]3[CH:31]=[CH:32][C:33]([O:36][CH3:37])=[CH:34][CH:35]=3)[C:11]2=[N:12][CH:13]=1 |f:0.1.2|. Procedure details: 2.067 g (6.345 mmol) of cesium carbonate in DMF (30 ml) were added to 2.45 g (5.768 mmol) of the compound from Example 34A. 1.221 ml (6.922 mmol) of 2-(trimethylsilyl)ethoxymethyl chloride were then added, and the mixture was stirred at room temperature for 1 h. The solids were then filtered off and washed with DMF, the filtrate was concentrated and the residue was dried under high vacuum. This gave 4.45 g of crude material which were used without further purification for the next step. Reactants: BrC=1C=C(C=CC1)CC=O ((3-bromophenyl)acetaldehyde), C(=O)(OCC)C=P(C1=CC=CC=C1)(C1=CC=CC=C1)C1=CC=CC=C1 ((carbethoxy methylene)triphenylphosphorane). Run in C(Cl)Cl (CH2Cl2), C(Cl)Cl (CH2Cl2). Run at time 16 hour. Yields the product BrC=1C=C(C=CC1)CC=CC(=O)OCC (ethyl 4-(3-bromophenyl)but-2-enoate). Reaction SMILES: [Br:1][C:2]1[CH:3]=[C:4]([CH2:8][CH:9]=O)[CH:5]=[CH:6][CH:7]=1.[C:11]([CH:16]=P(C1C=CC=CC=1)(C1C=CC=CC=1)C1C=CC=CC=1)([O:13][CH2:14][CH3:15])=[O:12]>C(Cl)Cl>[Br:1][C:2]1[CH:3]=[C:4]([CH2:8][CH:9]=[CH:16][C:11]([O:13][CH2:14][CH3:15])=[O:12])[CH:5]=[CH:6][CH:7]=1. Reported procedure: 60 g (246 mmol) of ethyl(3-bromophenyl)acetate (Compound B1) was converted into the title compound (oil) using 255 ml (255 mmol) of diisobutyl aluminum hydride (DIBAL-H, 1M in hexane), 85.8 g (250 mmol) of (carbethoxy methylene)triphenylphosphorane and 1.7 g of 10% Pd/C. The procedure was as follows: To a cold solution (-78° C.) of Compound B1 in CH2Cl2 was added dropwise (over a span of 1 hour) the diisobutyl aluminum hydride (DIBAL-H, 1M solution in hexane). After the DIBAL-H addition was comp... The reactants are FC(C=1C=C(CNC(OC(C)(C)C)=O)C=C(C1)NC(=O)C1CC2=CC(=CC=C2CC1)OC1=CC(=NC=C1)C=1NC(=CN1)C(F)(F)F)(F)F (tert-Butyl [3-(trifluoromethyl)-5-({[7-({2-[5-(trifluoromethyl)-1H-imidazol-2-yl]-pyridin-4-yl}oxy)-1,2,3,4-tetrahydronaphthalen-2-yl]carbonyl}amino)benzyl]carbamate), Cl (HCl). Solvent: O1CCOCC1 (dioxane). Run at time 1 hour. The product is C1C(CCC2=CC=CC=C12)C(=O)N (1,2,3,4-tetrahydronaphthalene-2-carboxamide). As a reaction SMILES: FC(F)(F)C1C=C(C=C([NH:18][C:19]([CH:21]2[CH2:30][CH2:29][C:28]3[C:23](=[CH:24][C:25](OC4C=CN=C(C5NC(C(F)(F)F)=CN=5)C=4)=[CH:26][CH:27]=3)[CH2:22]2)=[O:20])C=1)CNC(=O)OC(C)(C)C.Cl>O1CCOCC1>[CH2:22]1[C:23]2[C:28](=[CH:27][CH:26]=[CH:25][CH:24]=2)[CH2:29][CH2:30][CH:21]1[C:19]([NH2:18])=[O:20]. Reported procedure: tert-Butyl [3-(trifluoromethyl)-5-({[7-({2-[5-(trifluoromethyl)-1H-imidazol-2-yl]-pyridin-4-yl}oxy)-1,2,3,4-tetrahydronaphthalen-2-yl]carbonyl}amino)benzyl]carbamate (45.0 mg, 0.07 mmol) was treated with a solution of 4.0M HCl in dioxane (12.0 mL) and stirred for 1 h. The solvents were evaporated to give N-[3-(aminomethyl)-5-(trifluoromethyl)phenyl]-7-({2-5-(trifluoromethyl)-1H-imidazol-2-yl]pyridin-4-yl}oxy)-1,2,3,4-tetrahydronaphthalene-2-carboxamide I-332 as the HCl salt (41.0 mg, 94.9%). 1H ... Starting materials: BrC1C(C2=CC=CC(=C2C1)F)=O (2-bromo-4-fluoro-1-indanone), ClC1=C2CCC(C2=CC(=C1)Cl)=O (4,6-dichloro-1-indanone). Reagents/catalysts: [Cu](Br)Br (copper bromide). Run in O1CCOCC1 (dioxane). Yields the product BrC1C(C2=CC(=CC(=C2C1)Cl)Cl)=O (2-bromo-4,6-dichloro-1-indanone). RXN SMILES: [Br:1]C1CC2C(=CC=CC=2F)C1=O.[Cl:13][C:14]1[CH:22]=[C:21]([Cl:23])[CH:20]=[C:19]2[C:15]=1[CH2:16][CH2:17][C:18]2=[O:24]>[Cu](Br)Br.O1CCOCC1>[Br:1][CH:17]1[CH2:16][C:15]2[C:19](=[CH:20][C:21]([Cl:23])=[CH:22][C:14]=2[Cl:13])[C:18]1=[O:24]. Procedure: The 2-bromo-4,6-dichloro-1-indanone is prepared as in Example 14 for the preparation of 2-bromo-4-fluoro-1-indanone but starting with 21.6 g of 4,6-dichloro-1-indanone, 63.56 g of copper bromide and 690 ml of dioxane. 14.5 g of 2-bromo-4,6-dichloro-1-indanone are obtained which melt at 80° C. Starting materials: C(C)OC(C1=CC(=CC(=C1)C1=NN=NN1C)N)=O (3-Amino-5-(1-methyl-1H-tetrazol-5-yl)-benzoic acid ethyl ester), [H-].[H-].[H-].[H-].[Li+].[Al+3] (LiAlH4). Solvent: C1CCOC1 (THF), C1CCOC1 (THF). Conditions: time 3 hour. Product: NC=1C=C(C=C(C1)C1=NN=NN1C)CO ([3-Amino-5-(1-methyl-1H-tetrazol-5-yl)-phenyl]-methanol). Isolated yield 33.7%. Reaction SMILES: C([O:3][C:4](=O)[C:5]1[CH:10]=[C:9]([C:11]2[N:15]([CH3:16])[N:14]=[N:13][N:12]=2)[CH:8]=[C:7]([NH2:17])[CH:6]=1)C.[H-].[H-].[H-].[H-].[Li+].[Al+3]>C1COCC1>[NH2:17][C:7]1[CH:6]=[C:5]([CH2:4][OH:3])[CH:10]=[C:9]([C:11]2[N:15]([CH3:16])[N:14]=[N:13][N:12]=2)[CH:8]=1 |f:1.2.3.4.5.6|. Reported procedure: To a solution of 3-Amino-5-(1-methyl-1H-tetrazol-5-yl)-benzoic acid ethyl ester (250 mg) in THF (5 ml) at 0° C. was added pre-cooled 1M LiAlH4 solution in THF (2 ml) dropwise. This was stirred for 3 h. The reaction mixture was poured onto ice-water and extracted into EtOAc. The organic layer was separated, dried and concentrated in vacuum. Flash chromatography (100:0 to 95:5 gradient DCM:MeOH) afforded the title compound (70 mg). The reactants are C1CCNC(C1)C2=CC=CC=C2, C1=CC=C(C=C1)Br. Reagents/catalysts: C(=O)([O-])[O-].[Cs+].[Cs+], CC(C)OC1=C(C(=CC=C1)OC(C)C)C2=CC=CC=C2P(C3CCCCC3)C4CCCCC4, C1=CC=C(C=C1)/C=C/C(=O)/C=C/C2=CC=CC=C2.C1=CC=C(C=C1)/C=C/C(=O)/C=C/C2=CC=CC=C2.C1=CC=C(C=C1)/C=C/C(=O)/C=C/C2=CC=CC=C2.[Pd].[Pd]. Solvent: C1COCCO1. Reaction conditions: temperature 100 celsius. The product is C1CCN(C(C1)C2=CC=CC=C2)C3=CC=CC=C3. The yield is 15.6%. Procedure details: Caesium carbonate (556 mg, 1.71 mmol) was added to bromobenzene (0.060 mL, 0.57 mmol) and 2-phenylpiperidine (110 mg, 0.68 mmol) in 1,4-dioxane (2 mL). The reaction was degassed and Tris(dibenzylideneacetone)?dipalladium(0) (13.01 mg, 0.01 mmol) and dicyclohexyl(2',6'-diisopropoxy-[1,1'-biphenyl]-2-yl)phosphine (RuPhos) (13.26 mg, 0.03 mmol) were added. The resulting solution was stirred at 100 °C for 16 hours. LCMS showed  The reaction mixture was diluted with EtOAc, and washed with water. The ...